From a dataset of the Open Reaction Database (ORD), a public repository of structured organic reaction records. describe an organic reaction: reactants, conditions, products, and yield The reactants are [H-].[Na+] (sodium hydride), C(C(C)C)OC1=C(C=O)C=CC=C1 (2-isobutoxybenzaldehyde), C(C)(=O)OCC (ethyl acetate), C(C)OP(=O)(OCC)CC(=O)OCC (ethyl diethylphosphonoacetate). Solvent: O1CCCC1 (tetrahydrofuran), O (water), O1CCCC1 (tetrahydrofuran). Reaction conditions: temperature 40 celsius, time 5 minute. Product: C(C(C)C)OC1=C(C=CC=C1)C=CC(=O)OCC (ethyl 3-(2-isobutoxyphenyl)-2-propenoate). As a reaction SMILES: [H-].[Na+].C(OP([CH2:11][C:12]([O:14][CH2:15][CH3:16])=[O:13])(OCC)=O)C.[CH2:17]([O:21][C:22]1[CH:29]=[CH:28][CH:27]=[CH:26][C:23]=1[CH:24]=O)[CH:18]([CH3:20])[CH3:19].C(OCC)(=O)C>O1CCCC1.O>[CH2:17]([O:21][C:22]1[CH:29]=[CH:28][CH:27]=[CH:26][C:23]=1[CH:24]=[CH:11][C:12]([O:14][CH2:15][CH3:16])=[O:13])[CH:18]([CH3:20])[CH3:19] |f:0.1|. Reported procedure: In 30 ml of tetrahydrofuran is suspended 0.92 g of 60% sodium hydride. After dropping 5.0 ml of ethyl diethylphosphonoacetate thereinto at ambient temperature over a period of 5 minutes, the mixture thus obtained is stirred at 40° C. for 30 minutes. Then, a solution of 3.40 g of 2-isobutoxybenzaldehyde in 20 ml of tetrahydrofuran is dropwise added at ambient temperature over a period of 20 minutes, and the mixture thus obtained is stirred for one hour. The reaction mixture is added to a mixture ... Starting materials: BrC1=C(CP(C(C)(C)C)C(C)(C)C)C=CC=C1 (2-bromobenzyl(di-tert-butyl)phosphine), C1CN2CCN1CC2 (DABCO), CC12PC3(OC(OC(C1)C3)(O2)C)C (1,3,5-trimethyl-4,6,9-trioxa-2-phosphatricyclo[3.3.1.1{3,7}]decane). Reagents/catalysts: C=1C=CC(=CC1)[P](C=2C=CC=CC2)(C=3C=CC=CC3)[Pd]([P](C=4C=CC=CC4)(C=5C=CC=CC5)C=6C=CC=CC6)([P](C=7C=CC=CC7)(C=8C=CC=CC8)C=9C=CC=CC9)[P](C=1C=CC=CC1)(C=1C=CC=CC1)C=1C=CC=CC1 (Pd(PPh3)4). Run in C1(=CC=CC=C1)C (toluene). Run at temperature 140 celsius, time 12 hour. Yields the product C(C)(C)(C)P(C(C)(C)C)CC1=C(C=CC=C1)P1C2(OC3(OC(OC1(C3)C)(C2)C)C)C (8-(2-{[di(tert-butyl)-phosphino]-methyl}phenyl)-1,3,5,7-tetramethyl-2,4,6-trioxa-8-phosphatricyclo[3.3.1.1{3,7}]decane), crystals. Isolated yield 62.0%. As a reaction SMILES: Br[C:2]1[CH:17]=[CH:16][CH:15]=[CH:14][C:3]=1[CH2:4][P:5]([C:10]([CH3:13])([CH3:12])[CH3:11])[C:6]([CH3:9])([CH3:8])[CH3:7].[CH2:18]1N2CCN(CC2)C1.[CH3:26][C:27]12[O:36][C:31]3([CH3:37])[O:32][CH:33]([CH2:35][C:29]([CH3:38])([O:30]3)[PH:28]1)[CH2:34]2>C1(C)C=CC=CC=1.C1C=CC([P]([Pd]([P](C2C=CC=CC=2)(C2C=CC=CC=2)C2C=CC=CC=2)([P](C2C=CC=CC=2)(C2C=CC=CC=2)C2C=CC=CC=2)[P](C2C=CC=CC=2)(C2C=CC=CC=2)C2C=CC=CC=2)(C2C=CC=CC=2)C2C=CC=CC=2)=CC=1>[C:6]([P:5]([CH2:4][C:3]1[CH:14]=[CH:15][CH:16]=[CH:17][C:2]=1[P:28]1[C:29]2([CH3:35])[CH2:38][C:31]3([CH3:37])[O:32][C:33]([CH3:18])([CH2:34][C:27]1([CH3:26])[O:36]3)[O:30]2)[C:10]([CH3:13])([CH3:12])[CH3:11])([CH3:9])([CH3:8])[CH3:7] |^1:49,51,70,89|. Procedure: 2.5 g (7.9 mmol) of the thus obtained 2-bromobenzyl(di-tert-butyl)phosphine, 2.24 g DABCO (20 mmol), 1.94 g 1,3,5-trimethyl-4,6,9-trioxa-2-phosphatricyclo[3.3.1.1{3,7}]decane (9 mmol) and 0.23 g Pd(PPh3)4 (0.2 mmol) in 10 ml toluene were added into a 250 ml glass vessel under inert atmosphere, and the content of the vessel was heated to 140° C. under stirring for 12 hours. The mixture was than allowed to cool to 100° C., and was then filtered. The filtrate was cooled to room temperature, then 30... RXN SMILES: [NH:1]1[C:9]2[C:4](=[CH:5][CH:6]=[CH:7][CH:8]=2)[C:3](/[CH:10]=[CH:11]/[C:12]2[CH:20]=[CH:19][CH:18]=[CH:17][C:13]=2[C:14]([OH:16])=O)=[N:2]1.CN1CCOCC1.[NH2:28][CH2:29][C:30]1[S:31][CH:32]=[CH:33][CH:34]=1.C(Cl)CCl>C1COCC1.C(OCC)(=O)C.O>[NH:1]1[C:9]2[C:4](=[CH:5][CH:6]=[CH:7][CH:8]=2)[C:3](/[CH:10]=[CH:11]/[C:12]2[CH:20]=[CH:19][CH:18]=[CH:17][C:13]=2[C:14]([NH:28][CH2:29][C:30]2[S:31][CH:32]=[CH:33][CH:34]=2)=[O:16])=[N:2]1. Yields the product N1N=C(C2=CC=CC=C12)/C=C/C1=C(C(=O)NCC=2SC=CC2)C=CC=C1 ((E)-2-[2-(1H-indazol-3-yl)vinyl]-N-(thiophen-2-ylmethyl)benzamide). Run at time 1 hour. Starting materials: N1N=C(C2=CC=CC=C12)/C=C/C1=C(C(=O)O)C=CC=C1 ((E)-2-[2-(1H-indazol-3-yl)vinyl]benzoic acid), CN1CCOCC1 (4-methylmorpholine), NCC=1SC=CC1 (2-(aminomethyl)thiophene), C(CCl)Cl (EDC). Procedure details: A solution of (E)-2-[2-(1H-indazol-3-yl)vinyl]benzoic acid (35 mg, 0.13 mmol) obtained in Step 1 of Example 47 in THF (1.0 mL) was sequentially added with 4-methylmorpholine (29 μL, 0.27 mmol), 2-(aminomethyl)thiophene (23 mg, 0.28 mmol) and EDC (36 mg, 0.19 mmol) and stirred at room temperature for 1.0 hour. The reaction mixture was added with water and ethyl acetate to separate the mixture into organic layer and aqueous layer and the organic layer was concentrated under reduced pressure. The r... The solvent is C(C)(=O)OCC (ethyl acetate), O (water), C1CCOC1 (THF). Yield: 23.5%.